This data is from the Open Reaction Database (ORD), a public repository of structured organic reaction records. The task is: describe an organic reaction: reactants, conditions, products, and yield Starting materials: Cl (hydrochloric acid), solution, [OH-].[K+] (potassium hydroxide), COC1=C(C(=C(C(=C1)OC)C(CCC1=CC(=C(C(=C1)OC)O)OC)=O)OCC(=O)OC)CCC(C)C (1-(4,6-dimethoxy-2-methoxycarbonylmethoxy-3-isopentylphenyl)-3-(4-hydroxy-3,5-dimethoxyphenyl)-1-propanone). Solvent: CO (methanol). Conditions: time 20 minute. Yields the product C(=O)(O)COC1=C(C(=CC(=C1CCC(C)C)OC)OC)C(CCC1=CC(=C(C(=C1)OC)O)OC)=O (1-(2-carboxymethoxy-4,6-dimethoxy-3-isopentylphenyl)-3-(4-hydroxy-3,5-dimethoxyphenyl)-1-propanone). The yield is 68.6%. Reaction SMILES: [CH3:1][O:2][C:3]1[CH:8]=[C:7]([O:9][CH3:10])[C:6]([C:11](=[O:25])[CH2:12][CH2:13][C:14]2[CH:19]=[C:18]([O:20][CH3:21])[C:17]([OH:22])=[C:16]([O:23][CH3:24])[CH:15]=2)=[C:5]([O:26][CH2:27][C:28]([O:30]C)=[O:29])[C:4]=1[CH2:32][CH2:33][CH:34]([CH3:36])[CH3:35].[OH-].[K+].Cl>CO>[C:28]([CH2:27][O:26][C:5]1[C:4]([CH2:32][CH2:33][CH:34]([CH3:35])[CH3:36])=[C:3]([O:2][CH3:1])[CH:8]=[C:7]([O:9][CH3:10])[C:6]=1[C:11](=[O:25])[CH2:12][CH2:13][C:14]1[CH:19]=[C:18]([O:20][CH3:21])[C:17]([OH:22])=[C:16]([O:23][CH3:24])[CH:15]=1)([OH:30])=[O:29] |f:1.2|. Procedure details: Then, 1.5 g of 1-(4,6-dimethoxy-2-methoxycarbonylmethoxy-3-isopentylphenyl)-3-(4-hydroxy-3,5-dimethoxyphenyl)-1-propanone was dissolved in 15 ml of methanol, and 8.6 ml of a 5% solution of potassium hydroxide was added to the solution and the mixture was stirred at room temperature for 20 minutes. Then, the reaction mixture was made weakly acidic by addition of dilute hydrochloric acid, the solvent was removed from the mixture by distillation, and the residue was crystallized from ethyl acetate/... The reactants are CC(=O)OC(C)=O, CC(=O)O, NC(=O)c1csc(N)n1. Yields the product CC(=O)Nc1nc(C(N)=O)cs1. As a reaction SMILES: [CH3:10][C:11](=[O:12])[O:13][C:14](=[O:15])[CH3:16].[CH3:17][C:18](=[O:19])[OH:20].[NH2:1][c:2]1[s:3][cH:4][c:5]([C:7](=[O:8])[NH2:9])[n:6]1>>[NH:1]([c:2]1[s:3][cH:4][c:5]([C:7](=[O:8])[NH2:9])[n:6]1)[C:11]([CH3:10])=[O:12]. The reactants are NC1=CC(NC=C1)=O (4-aminopyridin-2(1H)-one), FC(C(=O)O)(F)F.ClC1=CC=C2C(=C1)NC(C21C(NC(C1C1=C(C(=CC=C1)Cl)F)C(=O)O)CC(C)(C)C)=O (rac-(2′S,3′R,4′S,5′R)-6-chloro-4′-(3-chloro-2-fluoro-phenyl)-2′-(2,2-dimethyl-propyl)-2-oxo-1,2-dihydro-spiro[indole-3,3′-pyrrolidine]-5′-carboxylic acid trifluoroacetic acid), C(C)(C)N(CC)C(C)C (diisopropylethylamine), C1(=CC=CC=C1)P(=O)(C1=CC=CC=C1)Cl (diphenylphosphinic chloride). Solvent: ClCCCl (1,2-dichloroethane). Yields the product O=C1NC=CC(=C1)NC(=O)C1C(C2(C(N1)CC(C)(C)C)C(NC1=CC(=CC=C12)Cl)=O)C1=C(C(=CC=C1)Cl)F (rac-(2′S,3′R,4′S,5′R)-6-chloro-4′-(3-chloro-2-fluoro-phenyl)-2′-(2,2-dimethyl-propyl)-2-oxo-1,2-dihydro-spiro[indole-3,3′-pyrrolidine]-5′-carboxylic acid (2-oxo-1,2-dihydro-pyridin-4-yl)-amide), solid. Isolated yield 6.0%. As a reaction SMILES: FC(F)(F)C(O)=O.[Cl:8][C:9]1[CH:14]=[C:13]2[NH:15][C:16](=[O:38])[C:17]3([CH:21]([C:22]4[CH:27]=[CH:26][CH:25]=[C:24]([Cl:28])[C:23]=4[F:29])[CH:20]([C:30](O)=[O:31])[NH:19][CH:18]3[CH2:33][C:34]([CH3:37])([CH3:36])[CH3:35])[C:12]2=[CH:11][CH:10]=1.C(N(C(C)C)CC)(C)C.C1(P(Cl)(C2C=CC=CC=2)=O)C=CC=CC=1.[NH2:63][C:64]1[CH:69]=[CH:68][NH:67][C:66](=[O:70])[CH:65]=1>ClCCCl>[O:70]=[C:66]1[CH:65]=[C:64]([NH:63][C:30]([CH:20]2[NH:19][CH:18]([CH2:33][C:34]([CH3:37])([CH3:35])[CH3:36])[C:17]3([C:12]4[C:13](=[CH:14][C:9]([Cl:8])=[CH:10][CH:11]=4)[NH:15][C:16]3=[O:38])[CH:21]2[C:22]2[CH:27]=[CH:26][CH:25]=[C:24]([Cl:28])[C:23]=2[F:29])=[O:31])[CH:69]=[CH:68][NH:67]1 |f:0.1|. Reported procedure: In a manner similar to the method described in Example 27, rac-(2′S,3′R,4′S,5′R)-6-chloro-4′-(3-chloro-2-fluoro-phenyl)-2′-(2,2-dimethyl-propyl)-2-oxo-1,2-dihydro-spiro[indole-3,3′-pyrrolidine]-5′-carboxylic acid trifluoroacetic acid prepared in Example 4 (0.45 g, 0.78 mmol), was reacted with diisopropylethylamine (0.8 g, 6.2 mmol), diphenylphosphinic chloride (0.74 g, 3.1 mmol), then reacted with 4-aminopyridin-2(1H)-one (Molbridge) (0.086 g, 0.78 mmol) in 1,2-dichloroethane at 60° C. to give r... The reactants are C(C1=CC=CC=C1)OC1=C(C2=C(N(N=N2)CC2CC2)C=C1)C(F)(F)F (5-benzyloxy-1-(cyclopropylmethyl)-4-(trifluoromethyl)-1H-benzotriazole). Run in CO.C(C)(=O)OCC (methanol ethyl acetate). Conditions: time 90 minute. The product is C1(CC1)CN1N=NC2=C1C=CC(=C2C(F)(F)F)O (1-(cyclopropylmethyl)-4-(trifluoromethyl)-1H-benzotriazol-5-ol). RXN SMILES: C([O:8][C:9]1[CH:21]=[CH:20][C:12]2[N:13]([CH2:16][CH:17]3[CH2:19][CH2:18]3)[N:14]=[N:15][C:11]=2[C:10]=1[C:22]([F:25])([F:24])[F:23])C1C=CC=CC=1>CO.C(OCC)(=O)C>[CH:17]1([CH2:16][N:13]2[C:12]3[CH:20]=[CH:21][C:9]([OH:8])=[C:10]([C:22]([F:24])([F:25])[F:23])[C:11]=3[N:15]=[N:14]2)[CH2:19][CH2:18]1 |f:1.2|. Procedure: 5-Benzyloxy-1-(cyclopropylmethyl)-4-(trifluoromethyl)-1H-benzotriazole (9-4, 5.04 g, 14.5 mmol) was dissolved in 1:1 mixture of methanol/ethyl acetate (40 mL). The mixture was sparged under nitrogen, treated with Pearlman's catalyst (2 g, 0.2 wt equiv) and then sparged under hydrogen (1 atm) and stirred vigorously for 90 minutes. The reaction mixture was filtered through a pad of Celite, which was washed with methanol (500 mL) and concentrated in vacuo, providing the titled compound 9-5. The product is CC(C)(C)OC(=O)C1(ON=C(C(=O)O)c2ccco2)CCCC1. Reactants: CC(C)(C)OC(=O)C1(Br)CCCC1, O, O=C(O)C(=NO)c1ccco1. RXN SMILES: [Br:12][C:13]1([C:18](=[O:19])[O:20][C:21]([CH3:22])([CH3:23])[CH3:24])[CH2:14][CH2:15][CH2:16][CH2:17]1.[OH2:25].[o:1]1[c:2]([C:6]([C:7](=[O:8])[OH:9])=[N:10][OH:11])[cH:3][cH:4][cH:5]1>>[o:1]1[c:2]([C:6]([C:7](=[O:8])[OH:9])=[N:10][O:11][C:13]2([C:18](=[O:19])[O:20][C:21]([CH3:22])([CH3:23])[CH3:24])[CH2:14][CH2:15][CH2:16][CH2:17]2)[cH:3][cH:4][cH:5]1. The reactants are CC(C)(C)OC(=O)N1C(CF)C(c2ccc(S(=O)(=O)CF)cc2)OC1(C)C, CO, Cl. Yields the product NC(CF)C(O)c1ccc(S(=O)(=O)CF)cc1. Reaction SMILES: [C:2]([O:3][C:4](=[O:8])[N:9]1[C:5]([CH3:6])([CH3:7])[O:11][CH:12]([c:16]2[cH:17][cH:18][c:19]([S:22](=[O:23])(=[O:24])[CH2:25][F:26])[cH:20][cH:21]2)[CH:13]1[CH2:14][F:15])([CH3:10])([CH3:27])[CH3:28].[CH3:29][OH:30].[ClH:1]>>[NH2:9][CH:13]([CH:12]([OH:11])[c:16]1[cH:17][cH:18][c:19]([S:22](=[O:23])(=[O:24])[CH2:25][F:26])[cH:20][cH:21]1)[CH2:14][F:15].